This data is from the Open Reaction Database (ORD), a public repository of structured organic reaction records. The task is: describe an organic reaction: reactants, conditions, products, and yield Starting materials: CC(=O)O, Cl, CCOC(=O)c1cn(C)c2nc3cc(N4CCN(c5ccc(F)cc5)CC4)c(F)cc3cc2c1=O, O. The product is Cn1cc(C(=O)O)c(=O)c2cc3cc(F)c(N4CCN(c5ccc(F)cc5)CC4)cc3nc21. Reaction SMILES: [CH3:37][C:38](=[O:39])[OH:40].[ClH:41].[F:1][c:2]1[cH:3][c:4]2[c:5]([n:6][c:7]3[n:8]([CH3:20])[cH:9][c:10]([C:15](=[O:16])[O:17][CH2:18][CH3:19])[c:11](=[O:14])[c:12]3[cH:13]2)[cH:21][c:22]1[N:23]1[CH2:24][CH2:25][N:26]([c:29]2[cH:30][cH:31][c:32]([F:35])[cH:33][cH:34]2)[CH2:27][CH2:28]1.[OH2:36]>>[F:1][c:2]1[cH:3][c:4]2[c:5]([n:6][c:7]3[n:8]([CH3:20])[cH:9][c:10]([C:15](=[O:16])[OH:17])[c:11](=[O:14])[c:12]3[cH:13]2)[cH:21][c:22]1[N:23]1[CH2:24][CH2:25][N:26]([c:29]2[cH:30][cH:31][c:32]([F:35])[cH:33][cH:34]2)[CH2:27][CH2:28]1. Starting materials: CCOc1ccc(Br)cc1CO, ClCCl, O=[Cr](=O)([O-])O[Cr](=O)(=O)[O-], c1cc[nH+]cc1, c1cc[nH+]cc1. Yields the product CCOc1ccc(Br)cc1C=O. RXN SMILES: [Br:1][c:2]1[cH:3][cH:4][c:5]([O:10][CH2:11][CH3:12])[c:6]([CH2:7][OH:8])[cH:9]1.[Cl:34][CH2:35][Cl:36].[Cr:13]([O:14][Cr:15]([O-:16])(=[O:17])=[O:18])([O-:19])(=[O:20])=[O:21].[nH+:22]1[cH:23][cH:24][cH:25][cH:26][cH:27]1.[nH+:28]1[cH:29][cH:30][cH:31][cH:32][cH:33]1>>[Br:1][c:2]1[cH:3][cH:4][c:5]([O:10][CH2:11][CH3:12])[c:6]([CH:7]=[O:8])[cH:9]1. The reactants are CC(=O)c1ccc(-c2ccc(C=CC(=N)Nc3ccc(Cl)cc3)cc2)cc1, CC(=O)[O-], CO, Cl, [Na+], [Na+], O=C([O-])O, CON. Yields the product CON=C(C)c1ccc(-c2ccc(C=CC(=N)Nc3ccc(Cl)cc3)cc2)cc1. As a reaction SMILES: [C:1]([CH3:2])(=[O:3])[c:4]1[cH:5][cH:6][c:7](-[c:10]2[cH:11][cH:12][c:13]([CH:16]=[CH:17][C:18](=[NH:19])[NH:20][c:21]3[cH:22][cH:23][c:24]([Cl:27])[cH:25][cH:26]3)[cH:14][cH:15]2)[cH:8][cH:9]1.[CH3:33][C:34](=[O:35])[O-:36].[CH3:37][OH:38].[ClH:28].[Na+:32].[Na+:43].[O-:39][C:40]([OH:41])=[O:42].[O:29]([CH3:30])[NH2:31]>>[C:1]([CH3:2])([c:4]1[cH:5][cH:6][c:7](-[c:10]2[cH:11][cH:12][c:13]([CH:16]=[CH:17][C:18](=[NH:19])[NH:20][c:21]3[cH:22][cH:23][c:24]([Cl:27])[cH:25][cH:26]3)[cH:14][cH:15]2)[cH:8][cH:9]1)=[N:31][O:29][CH3:30]. The reactants are BrCC(=O)OCC (ethyl bromoacetate), [H-].[Na+] (NaH), CN(C)C=O (DMF), ClC1=CC=C2N=CC(NC2=C1)=O (7-chloroquinoxalin-2(1H)-one), CN(C)C=O (DMF). The solvent is O (water). Reaction conditions: time 30 minute. Yields the product ClC1=CC=C2N=CC(N(C2=C1)CC(=O)OCC)=O (ethyl (7-chloro-2-oxoquinoxalin-1(2H)-yl)acetate). RXN SMILES: [H-].[Na+].CN(C=O)C.[Cl:8][C:9]1[CH:18]=[C:17]2[C:12]([N:13]=[CH:14][C:15](=[O:19])[NH:16]2)=[CH:11][CH:10]=1.Br[CH2:21][C:22]([O:24][CH2:25][CH3:26])=[O:23]>O>[Cl:8][C:9]1[CH:18]=[C:17]2[C:12]([N:13]=[CH:14][C:15](=[O:19])[N:16]2[CH2:21][C:22]([O:24][CH2:25][CH3:26])=[O:23])=[CH:11][CH:10]=1 |f:0.1|. Procedure details: Under a nitrogen gas flow, to a mixture of NaH (55% in oil, 515 mg) and DMF (5 mL) was added a mixture of 7-chloroquinoxalin-2(1H)-one (2.00 g) and DMF (35 mL) under ice-cooling, followed by stirring at room temperature for 30 minutes. The reaction mixture was ice-cooled and ethyl bromoacetate (1.3 mL) was added thereto, followed by stirring at room temperature for 7 hours. The reaction mixture was added to water, followed by extraction with EtOAc. The organic layer was washed with water and bri... The reactants are C(C1=CC=CC=C1)OC(=O)N[C@@H]1CC2=CC(=CC=C2CC1)OCC(=O)N(C)C ((S)-2 -[2-(Benzyloxycarbonylamino)-1,2,3,4-tetrahydronaphthalen-7-yloxy]-N,N-dimethylacetamide), [H][H] (hydrogen), C(C)(=O)O (acetic acid). Reagents/catalysts: [C].[Pd] (palladium-carbon). The product is C(C)(=O)O.N[C@@H]1CC2=CC(=CC=C2CC1)OCC(=O)N(C)C ((S)-2-(2-amino-1,2,3,4-tetrahydronaphthalen-7-yloxy)-N,N-dimethylacetamide acetate). RXN SMILES: C(OC([NH:11][C@H:12]1[CH2:21][CH2:20][C:19]2[C:14](=[CH:15][C:16]([O:22][CH2:23][C:24]([N:26]([CH3:28])[CH3:27])=[O:25])=[CH:17][CH:18]=2)[CH2:13]1)=O)C1C=CC=CC=1.[H][H].[C:31]([OH:34])(=[O:33])[CH3:32]>[C].[Pd]>[C:31]([OH:34])(=[O:33])[CH3:32].[NH2:11][C@H:12]1[CH2:21][CH2:20][C:19]2[C:14](=[CH:15][C:16]([O:22][CH2:23][C:24]([N:26]([CH3:28])[CH3:27])=[O:25])=[CH:17][CH:18]=2)[CH2:13]1 |f:3.4,5.6|. Procedure: (S)-2 -[2-(Benzyloxycarbonylamino)-1,2,3,4-tetrahydronaphthalen-7-yloxy]-N,N-dimethylacetamide (100 mg) and 20 mg of 10% palladium-carbon were suspended in 5 ml of acetic acid and the suspension was stirred at room temperature for 3 hours in an atmosphere of hydrogen. The catalyst was removed by filtration, the filtrate was concentrated under reduced pressure, and the residue was recrystallized from ethanoldiethyl ether to give 72 mg of (S)-2-(2-amino-1,2,3,4-tetrahydronaphthalen-7-yloxy)-N,N-di... Starting materials: COC1=C(C=CC=C1)N1CCN(CC1)CCC(=O)NN (3-[4-(2-Methoxyphenyl)piperazino]propanohydrazide), C1(CCCCCCC1)N=C=O (cyclooctyl isocyanate), CCCCCC (Hexane). Solvent: C1(=CC=CC=C1)C (toluene). Yields the product C1(CCCCCCC1)NC(=O)NNC(CCN1CCN(CC1)C1=C(C=CC=C1)OC)=O (N-Cyclooctyl-2-{3-[4-(2-methoxyphenyl)piperazino]propanoyl}-1-hydrazinecarboxamide). The yield is 86.6%. Reaction SMILES: [CH3:1][O:2][C:3]1[CH:8]=[CH:7][CH:6]=[CH:5][C:4]=1[N:9]1[CH2:14][CH2:13][N:12]([CH2:15][CH2:16][C:17]([NH:19][NH2:20])=[O:18])[CH2:11][CH2:10]1.[CH:21]1([N:29]=[C:30]=[O:31])[CH2:28][CH2:27][CH2:26][CH2:25][CH2:24][CH2:23][CH2:22]1.CCCCCC>C1(C)C=CC=CC=1>[CH:21]1([NH:29][C:30]([NH:20][NH:19][C:17](=[O:18])[CH2:16][CH2:15][N:12]2[CH2:11][CH2:10][N:9]([C:4]3[CH:5]=[CH:6][CH:7]=[CH:8][C:3]=3[O:2][CH3:1])[CH2:14][CH2:13]2)=[O:31])[CH2:28][CH2:27][CH2:26][CH2:25][CH2:24][CH2:23][CH2:22]1. Procedure details: To a suspension of 3-[4-(2-methoxyphenyl)piperazino]propanohydrazide D2 (0.30 g, 1.07 mmol) in anhydrous toluene (5 mL), cyclooctyl isocyanate (0.177 g, 1.15 mmol) was added and the mixture was heated at reflux until all solid dissolved. The solution was allowed to cool slowly to room temperature. Hexane was added and the resulting oil was extracted with ethyl acetate, the organic phase was washed with water, dried over MgSO4 and evaporated under reduced pressure to afford 0.40 g (84%) N-cyclooc...